Dataset: the Open Reaction Database (ORD), a public repository of structured organic reaction records. Task: describe an organic reaction: reactants, conditions, products, and yield As a reaction SMILES: [CH2:4]([CH3:5])[O:6][C:7](=[O:8])[c:9]1[c:10]([CH3:24])[n:11](-[c:14]2[n:15][c:16]3[cH:17][cH:18][cH:19][cH:20][c:21]3[cH:22][cH:23]2)[cH:12][cH:13]1.[ClH:25].[Li+:3].[O:26]1[CH2:27][CH2:28][CH2:29][CH2:30]1.[OH-:2].[OH2:1].[OH2:31]>>[O:6]=[C:7]([OH:8])[c:9]1[c:10]([CH3:24])[n:11](-[c:14]2[n:15][c:16]3[cH:17][cH:18][cH:19][cH:20][c:21]3[cH:22][cH:23]2)[cH:12][cH:13]1. Reactants: CCOC(=O)c1ccn(-c2ccc3ccccc3n2)c1C, Cl, [Li+], C1CCOC1, [OH-], O, O. The product is Cc1c(C(=O)O)ccn1-c1ccc2ccccc2n1. Reactants: C1CCNCC1, Cc1cc(C(=O)N2CCC(N(C)C)C2)c(C=O)[nH]1, CCO, O=C1Cc2c(cccc2-c2ccc(F)cc2)N1. Product: Cc1cc(C(=O)N2CCC(N(C)C)C2)c(C=C2C(=O)Nc3cccc(-c4ccc(F)cc4)c32)[nH]1. Reaction SMILES: [CH2:36]1[CH2:37][CH2:38][NH:39][CH2:40][CH2:41]1.[CH3:18][N:19]([CH:20]1[CH2:21][N:22]([C:25](=[O:26])[c:27]2[c:28]([CH:33]=[O:34])[nH:29][c:30]([CH3:32])[cH:31]2)[CH2:23][CH2:24]1)[CH3:35].[CH3:42][CH2:43][OH:44].[F:1][c:2]1[cH:3][cH:4][c:5](-[c:8]2[c:9]3[c:13]([cH:14][cH:15][cH:16]2)[NH:12][C:11](=[O:17])[CH2:10]3)[cH:6][cH:7]1>>[F:1][c:2]1[cH:3][cH:4][c:5](-[c:8]2[c:9]3[c:13]([cH:14][cH:15][cH:16]2)[NH:12][C:11](=[O:17])[C:10]3=[CH:33][c:28]2[c:27]([C:25]([N:22]3[CH2:21][CH:20]([N:19]([CH3:18])[CH3:35])[CH2:24][CH2:23]3)=[O:26])[cH:31][c:30]([CH3:32])[nH:29]2)[cH:6][cH:7]1. The reactants are O=C1C(O)=C([O-])[C@H](O1)[C@@H](O)CO.[Na+] (Sodium ascorbate), N(=[N+]=[N-])C[C@H]1CN(C(O1)=O)C1=CC(=C(C=C1)I)F ((R)-5-(azidomethyl)-3-(3-fluoro-4-iodophenyl)oxazolidin-2-one), C(CC#C)O (but-3-yn-1-ol). The reagents and catalysts are [O-]S(=O)(=O)[O-].[Cu+2] (CuSO4). Run in CC(C)(C)O.O (t-BuOH H2O). Reaction conditions: time 1 hour. The product is FC=1C=C(C=CC1I)N1C(O[C@H](C1)CN1N=NC(=C1)CCO)=O ((R)-3-(3-fluoro-4-iodophenyl)-5-((4-(2-hydroxyethyl)-1H-1,2,3-triazol-1-yl)methyl)oxazolidin-2-one). Isolated yield 104.7%. Reaction SMILES: [N:1]([CH2:4][C@@H:5]1[O:9][C:8](=[O:10])[N:7]([C:11]2[CH:16]=[CH:15][C:14]([I:17])=[C:13]([F:18])[CH:12]=2)[CH2:6]1)=[N+:2]=[N-:3].[CH2:19]([OH:23])[CH2:20][C:21]#[CH:22].O=C1O[C@H]([C@H](CO)O)C([O-])=C1O.[Na+]>CC(O)(C)C.O.[O-]S([O-])(=O)=O.[Cu+2]>[F:18][C:13]1[CH:12]=[C:11]([N:7]2[CH2:6][C@H:5]([CH2:4][N:1]3[CH:22]=[C:21]([CH2:20][CH2:19][OH:23])[N:3]=[N:2]3)[O:9][C:8]2=[O:10])[CH:16]=[CH:15][C:14]=1[I:17] |f:2.3,4.5,6.7|. Procedure: In Ar atmosphere, (R)-5-(azidomethyl)-3-(3-fluoro-4-iodophenyl)oxazolidin-2-one (WO 2003022824 or F. Reck, et al. J. Med. Chem. 2007, 50, 4868, 70 mg, 0.19 mmol) and but-3-yn-1-ol (27 mg, 0.38 mmol) were dissolved in t-BuOH/H2O (1 mL: 0.5 mL), added with CuSO4 (7 mg, 0.042 mmol) and Sodium ascorbate (8 mg, 0.042 mmol), and agitated at a room temperature for 1 hour. The reacting solution was concentrated under vacuum, added with H2O (5 mL) and extracted with DCM (10 mL×2). Collected organic layer... Starting materials: OCC=CC1C(C(C(C1)N1N=NC2=C1N=C(N=C2NC2C(C2)C2=CC=CC=C2)SCCC)O)O (3-(3-Hydroxy-prop-1-enyl)-5-[7-[(2-phenylcyclopropyl)amino]-5-(propylthio)-3H-1,2,3-triazolo[4,5-d]pyrimidin-3-yl]-cyclopentane-1,2-diol), triisopropylbenzenesulphonylhydrazide. The solvent is O1CCCC1 (tetrahydrofuran). Product: OCCCC1C(C(C(C1)N1N=NC2=C1N=C(N=C2NC2C(C2)C2=CC=CC=C2)SCCC)O)O (3-(3-Hydroxypropyl)-5-[7-[(2-phenylcyclopropyl)amino]-5-(propylthio)-3H-1,2,3-triazolo[4,5-d]pyrimidin-3-yl]-cyclopentane-1,2-diol). The yield is 64.7%. RXN SMILES: [OH:1][CH2:2][CH:3]=[CH:4][CH:5]1[CH2:9][CH:8]([N:10]2[C:14]3[N:15]=[C:16]([S:29][CH2:30][CH2:31][CH3:32])[N:17]=[C:18]([NH:19][CH:20]4[CH2:22][CH:21]4[C:23]4[CH:28]=[CH:27][CH:26]=[CH:25][CH:24]=4)[C:13]=3[N:12]=[N:11]2)[CH:7]([OH:33])[CH:6]1[OH:34]>O1CCCC1>[OH:1][CH2:2][CH2:3][CH2:4][CH:5]1[CH2:9][CH:8]([N:10]2[C:14]3[N:15]=[C:16]([S:29][CH2:30][CH2:31][CH3:32])[N:17]=[C:18]([NH:19][CH:20]4[CH2:22][CH:21]4[C:23]4[CH:24]=[CH:25][CH:26]=[CH:27][CH:28]=4)[C:13]=3[N:12]=[N:11]2)[CH:7]([OH:33])[CH:6]1[OH:34]. Reported procedure: A solution of the product of Example 53, step (c) (0.2 g) and triisopropylbenzenesulphonylhydrazide (0.3 g) in tetrahydrofuran (10 ml) was heated at 70° C. for 4 hours. The mixture was then purified (SiO2, ethyl acetate as eluant) to afford the title compound (0.13 g).